This data is from the Open Reaction Database (ORD), a public repository of structured organic reaction records. The task is: describe an organic reaction: reactants, conditions, products, and yield The reactants are C(C)OC(=O)C1=CC(=NO1)C1=CC=C(C=C1)OC (3-(4-Methoxy-phenyl)-isoxazole-5-carboxylic acid ethyl ester), B(Br)(Br)Br (BBr3), ice water. Run in C(Cl)Cl (CH2Cl2). Conditions: time 8 hour. Yields the product C(C)OC(=O)C1=CC(=NO1)C1=CC=C(C=C1)O (3-(4-Hydroxy-phenyl)-isoxazole-5-carboxylic acid ethyl ester). RXN SMILES: [CH2:1]([O:3][C:4]([C:6]1[O:10][N:9]=[C:8]([C:11]2[CH:16]=[CH:15][C:14]([O:17]C)=[CH:13][CH:12]=2)[CH:7]=1)=[O:5])[CH3:2].B(Br)(Br)Br>C(Cl)Cl>[CH2:1]([O:3][C:4]([C:6]1[O:10][N:9]=[C:8]([C:11]2[CH:12]=[CH:13][C:14]([OH:17])=[CH:15][CH:16]=2)[CH:7]=1)=[O:5])[CH3:2]. Reported procedure: 3-(4-Methoxy-phenyl)-isoxazole-5-carboxylic acid ethyl ester (available from ChemDiv Inc., 6605 Nancy Ridge Dr, San Diego, Calif., 92121, USA; 15 g, 60.1 mmol) was taken up in CH2Cl2 (30 mL) and 1 M BBr3 (400 mL, 400 mmol) was added. The reaction mixture was stirred at room temperature overnight. The mixture was added to a beaker of ice-water and the solid was collected by filtration. The solid was taken up in EtOAc and the solution was washed with water to remove most of the undesired carboxyli... Starting materials: CO, C[Si](C)(C)CCOCn1ncc2ccc([N+](=O)[O-])cc21. The product is C[Si](C)(C)CCOCn1ncc2ccc(N)cc21. Reaction SMILES: [CH3:21][OH:22].[N+:1]([O-:2])(=[O:3])[c:4]1[cH:5][cH:6][c:7]2[cH:8][n:9][n:10]([CH2:13][O:14][CH2:15][CH2:16][Si:17]([CH3:18])([CH3:19])[CH3:20])[c:11]2[cH:12]1>>[NH2:1][c:4]1[cH:5][cH:6][c:7]2[cH:8][n:9][n:10]([CH2:13][O:14][CH2:15][CH2:16][Si:17]([CH3:18])([CH3:19])[CH3:20])[c:11]2[cH:12]1. The reactants are OC1=NC=C(C(=O)O)C=C1 (6-hydroxy nicotinic acid), ClN1C(CCC1=O)=O (N-chlorosuccinimide). The solvent is CC#N (MeCN). Run at temperature 80 celsius. The product is ClC1=CC(=CNC1=O)C(=O)O (5-Chloro-6-oxo-1,6-dihydropyridine-3-carboxylic acid). Reaction SMILES: [OH:1][C:2]1[CH:10]=[CH:9][C:5]([C:6]([OH:8])=[O:7])=[CH:4][N:3]=1.[Cl:11]N1C(=O)CCC1=O>CC#N>[Cl:11][C:10]1[C:2](=[O:1])[NH:3][CH:4]=[C:5]([C:6]([OH:8])=[O:7])[CH:9]=1. Reported procedure: To a solution of 6-hydroxy nicotinic acid (0.500 g, 3.59 mmol, TCI) in MeCN (20 mL), was added N-chlorosuccinimide (0.436 mL, 5.39 mmol, Aldrich). The resulting mixture was then heated at 80° C. for 72 h. A white precipitate was present. The mixture was filtered and the white solid was washed with EtOAc (2×1 mL) and dried in vacuo to afford the title compound as a white solid. MS (ESI, positive ion) m/z: 174,176 (M+H). Starting materials: C([O-])([O-])=O.[K+].[K+] (potassium carbonate), C(C)(=O)OC1=CC(=CC=C1)C(=O)NCC1=NC=CC=C1 (3-{[(pyridin-2-ylmethyl)amino]carbonyl}phenyl acetate). The solvent is O (water), CO (methanol). Run at time 3 hour. The product is OC=1C=C(C(=O)NCC2=NC=CC=C2)C=CC1 (3-Hydroxy-N-(pyridin-2-ylmethyl)benzamide). The yield is 6.4%. RXN SMILES: C(=O)([O-])[O-].[K+].[K+].C([O:10][C:11]1[CH:16]=[CH:15][CH:14]=[C:13]([C:17]([NH:19][CH2:20][C:21]2[CH:26]=[CH:25][CH:24]=[CH:23][N:22]=2)=[O:18])[CH:12]=1)(=O)C>O.CO>[OH:10][C:11]1[CH:12]=[C:13]([CH:14]=[CH:15][CH:16]=1)[C:17]([NH:19][CH2:20][C:21]1[CH:26]=[CH:25][CH:24]=[CH:23][N:22]=1)=[O:18] |f:0.1.2|. Procedure: 11.7 g (0.85 mol) of potassium carbonate in solution in 86 ml of water are added to 11.5 g (0.43 mol) of 3-{[(pyridin-2-ylmethyl)amino]carbonyl}phenyl acetate (stage A) in solution in 340 ml of methanol. The mixture is stirred at ambient temperature for 3 hours and then concentrated to dryness. The residue is taken up in ethyl acetate and the product is neutralized with 85 ml of a molar solution of hydrochloric acid. The two phases are separated. The aqueous phase is extracted three times with e... Starting materials: Cl2Pd(AmPhos), CC1(OB(OC1(C)C)C1=CCN(CC1)C(=O)OC(C)(C)C)C (tert-butyl 4-(4,4,5,5-tetramethyl-1,3,2-dioxaborolan-2-yl)-5,6-dihydropyridine-1(2H)-carboxylate), BrC1=C(C=CC(=C1)C(F)(F)F)C1=C2CCN(CC2=CC=C1)S(=O)(=O)NC1=NC=NS1 (5-(2-bromo-4-(trifluoromethyl)phenyl)-N-(1,2,4-thiadiazol-5-yl)-3,4-dihydroisoquinoline-2(1H)-sulfonamide), P(=O)([O-])([O-])[O-].[K+].[K+].[K+] (potassium phosphate). Solvent: O1CCOCC1 (dioxane), O (water), CCOC(=O)C (EtOAc). Yields the product S1N=CN=C1NS(=O)(=O)N1CC2=CC=CC(=C2CC1)C1=C(C=C(C=C1)C(F)(F)F)C1=CCN(CC1)C(=O)OC(C)(C)C (tert-butyl 4-(2-(2-(N-(1,2,4-thiadiazol-5-yl)sulfamoyl)-1,2,3,4-tetrahydroisoquinolin-5-yl)-5-(trifluoromethyl)phenyl)-5,6-dihydropyridine-1(2H)-carboxylate). Isolated yield 53.0%. Reaction SMILES: CC1(C)C(C)(C)OB([C:9]2[CH2:14][CH2:13][N:12]([C:15]([O:17][C:18]([CH3:21])([CH3:20])[CH3:19])=[O:16])[CH2:11][CH:10]=2)O1.Br[C:24]1[CH:29]=[C:28]([C:30]([F:33])([F:32])[F:31])[CH:27]=[CH:26][C:25]=1[C:34]1[CH:43]=[CH:42][CH:41]=[C:40]2[C:35]=1[CH2:36][CH2:37][N:38]([S:44]([NH:47][C:48]1[S:52][N:51]=[CH:50][N:49]=1)(=[O:46])=[O:45])[CH2:39]2.P([O-])([O-])([O-])=O.[K+].[K+].[K+]>O1CCOCC1.O.CCOC(C)=O>[S:52]1[C:48]([NH:47][S:44]([N:38]2[CH2:37][CH2:36][C:35]3[C:40](=[CH:41][CH:42]=[CH:43][C:34]=3[C:25]3[CH:26]=[CH:27][C:28]([C:30]([F:33])([F:32])[F:31])=[CH:29][C:24]=3[C:9]3[CH2:14][CH2:13][N:12]([C:15]([O:17][C:18]([CH3:19])([CH3:20])[CH3:21])=[O:16])[CH2:11][CH:10]=3)[CH2:39]2)(=[O:46])=[O:45])=[N:49][CH:50]=[N:51]1 |f:2.3.4.5|. Procedure: A solution of Cl2Pd(AmPhos) (Sigma-Aldrich, St. Louis, Mo., 0.136 g, 0.193 mmol), tert-butyl 4-(4,4,5,5-tetramethyl-1,3,2-dioxaborolan-2-yl)-5,6-dihydropyridine-1(2H)-carboxylate (Frontier Scientific, Logan, Utah, 1.191 g, 3.85 mmol), 5-(2-bromo-4-(trifluoromethyl)phenyl)-N-(1,2,4-thiadiazol-5-yl)-3,4-dihydroisoquinoline-2(1H)-sulfonamide (Example 4, 1.000 g, 1.925 mmol), and potassium phosphate (1.635 g, 7.70 mmol) in 20 mL dioxane, 10 mL water was heated to 120° C. for 2 hours. The reaction mi... Starting materials: [OH-].[K+] (potassium hydroxide), C1(CCCCC1)CBr (cyclohexylmethylbromide), ClC1=CC=C(OCC(C(CN2N=CN=C2)=O)(C)C)C=C1 (1-(4-chlorophenoxy)-2,2-dimethyl-4-(1,2,4-triazol-1-yl)-butan-3-one). Run in O (water), O (water), CS(=O)C (dimethylsulphoxide), CS(=O)C (dimethylsulphoxide). Run at time 15 hour. Yields the product ClC1=CC=C(OCC(C(C(CC2CCCCC2)N2N=CN=C2)=O)(C)C)C=C1 (1-(4-chlorophenoxy)-5-cyclohexyl-2,2-dimethyl-4-(1,2,4-triazol-1-yl)-pentan-3-one). Yield: 47.7%. Reaction SMILES: [OH-].[K+].[CH:3]1([CH2:9]Br)[CH2:8][CH2:7][CH2:6][CH2:5][CH2:4]1.[Cl:11][C:12]1[CH:30]=[CH:29][C:15]([O:16][CH2:17][C:18]([CH3:28])([CH3:27])[C:19](=[O:26])[CH2:20][N:21]2[CH:25]=[N:24][CH:23]=[N:22]2)=[CH:14][CH:13]=1>O.CS(C)=O>[Cl:11][C:12]1[CH:13]=[CH:14][C:15]([O:16][CH2:17][C:18]([CH3:27])([CH3:28])[C:19](=[O:26])[CH:20]([N:21]2[CH:25]=[N:24][CH:23]=[N:22]2)[CH2:9][CH:3]2[CH2:8][CH2:7][CH2:6][CH2:5][CH2:4]2)=[CH:29][CH:30]=1 |f:0.1|. Procedure details: First 5.6 g of potassium hydroxide in 12 ml of water and then 17.7 g (0.1 mol) of cyclohexylmethylbromide in 5 ml of dimethylsulphoxide were added dropwise to 29.3 g (0.1 mol) of 1-(4-chlorophenoxy)-2,2-dimethyl-4-(1,2,4-triazol-1-yl)-butan-3-one (prepared as described in Example 3) in 100 ml of dimethylsulphoxide at 20° C. The reaction mixture was subsequently stirred at room temperature for 15 hours, poured into 200 ml of water and extracted with 200 ml of methylene chloride. The organic phase... Yields the product NC1=CC=C(C=2CN(C(C12)=O)C)C#N (7-Amino-2-methyl-1-oxo-2,3-dihydro-1H-isoindole-4-carbonitrile). The reagents and catalysts are [C-]#N.[Zn+2].[C-]#N (zinc cyanide), C=1C=CC(=CC1)[P](C=2C=CC=CC2)(C=3C=CC=CC3)[Pd]([P](C=4C=CC=CC4)(C=5C=CC=CC5)C=6C=CC=CC6)([P](C=7C=CC=CC7)(C=8C=CC=CC8)C=9C=CC=CC9)[P](C=1C=CC=CC1)(C=1C=CC=CC1)C=1C=CC=CC1 (Pd(PPh3)4). Run at temperature 150 celsius. The yield is 64.4%. Reaction SMILES: [NH2:1][C:2]1[CH:3]=[CH:4][C:5](Br)=[C:6]2[C:10]=1[C:9](=[O:11])[N:8]([CH3:12])[CH2:7]2.[CH3:14][N:15](C=O)C>[C-]#N.[Zn+2].[C-]#N.C1C=CC([P]([Pd]([P](C2C=CC=CC=2)(C2C=CC=CC=2)C2C=CC=CC=2)([P](C2C=CC=CC=2)(C2C=CC=CC=2)C2C=CC=CC=2)[P](C2C=CC=CC=2)(C2C=CC=CC=2)C2C=CC=CC=2)(C2C=CC=CC=2)C2C=CC=CC=2)=CC=1>[NH2:1][C:2]1[C:10]2[C:9](=[O:11])[N:8]([CH3:12])[CH2:7][C:6]=2[C:5]([C:14]#[N:15])=[CH:4][CH:3]=1 |f:2.3.4,^1:27,29,48,67|. Starting materials: NC=1C=CC(=C2CN(C(C12)=O)C)Br (7-Amino-4-bromo-2-methyl-2,3-dihydro-1H-isoindol-1-one), CN(C)C=O (DMF). Procedure: A mixture of 7-Amino-4-bromo-2-methyl-2,3-dihydro-1H-isoindol-1-one (100.0 mg, 0.4148 mmol), zinc cyanide (48.71 mg, 0.4148 mmol) and Pd(PPh3)4 (71.90 mg, 0.06222 mmol) in DMF (1.5 mL, 19 mmol) was evacuated and purged with N2 three times. The mixture was heated in microwave at 150° C. for 5 minutes. The crude mixture was diluted with ethyl acetate and washed with water and brine. The organic layer was evaporated and purified on an ISCO Combiflash unit to isolate the title compound (50.0 mg, 64%...